describe an organic reaction: reactants, conditions, products, and yield From a dataset of the Open Reaction Database (ORD), a public repository of structured organic reaction records. The solvent is CCCCCC (Hexane), CCCCO (n-BuOH). As a reaction SMILES: Br[C:2]1[CH:3]=[C:4]2[C:8](=[CH:9][CH:10]=1)[C:7](=[O:11])[CH2:6][CH2:5]2.CCN([CH:18]([CH3:20])[CH3:19])C(C)C.C[CH2:22][O:23][C:24](C)=[O:25]>CCCCO.CCCCCC.Cl[Pd](Cl)([P](C1C=CC=CC=1)(C1C=CC=CC=1)C1C=CC=CC=1)[P](C1C=CC=CC=1)(C1C=CC=CC=1)C1C=CC=CC=1>[O:11]=[C:7]1[C:8]2[C:4](=[CH:3][C:2]([C:24]([O:23][CH2:22][CH2:20][CH2:18][CH3:19])=[O:25])=[CH:10][CH:9]=2)[CH2:5][CH2:6]1 |^1:40,59|. Reaction conditions: temperature 115 celsius, time 2 hour. Reagents/catalysts: Cl[Pd]([P](C1=CC=CC=C1)(C2=CC=CC=C2)C3=CC=CC=C3)([P](C4=CC=CC=C4)(C5=CC=CC=C5)C6=CC=CC=C6)Cl (PdCl2(PPh3)2). Product: O=C1CCC2=CC(=CC=C12)C(=O)OCCCC (butyl 1-oxoindane-5-carboxylate). Procedure: A mixture of 5-bromo-1-indanone (5.0 g, 23.7 mmol), DIEA (14.4 mL, 82.9 mmol) and PdCl2(PPh3)2 in n-BuOH (50 mL) was purged with carbon monoxide for 5 min and then stirred under a CO balloon at 115° C. for 2 h. The reaction mixture was allowed to cool to room temperature and filtered through Celite. Solvent evaporation in vacuo followed by filtration on a short column of silica gel and eluted with CH2Cl2 gave the crude product. Chromatography (10% EtOAc in Hexane) afforded butyl 1-oxoindane-5-ca... Reactants: CCOC(=O)C (EtOAc), BrC=1C=C2CCC(C2=CC1)=O (5-bromo-1-indanone), CCN(C(C)C)C(C)C (DIEA). Reactants: C(C1=CC=CC=C1)N1CCN(CC1)C(=O)NCCCC (1-benzyl-4-butylaminocarbonylpiperazine). The reagents and catalysts are [Pd] (Palladium-on-carbon). Run in C(C)O (ethanol). Product: C(CCC)NC(=O)N1CCNCC1 (1-butylaminocarbonylpiperazine). Isolated yield 116.8%. Reaction SMILES: C([N:8]1[CH2:13][CH2:12][N:11]([C:14]([NH:16][CH2:17][CH2:18][CH2:19][CH3:20])=[O:15])[CH2:10][CH2:9]1)C1C=CC=CC=1>C(O)C.[Pd]>[CH2:17]([NH:16][C:14]([N:11]1[CH2:12][CH2:13][NH:8][CH2:9][CH2:10]1)=[O:15])[CH2:18][CH2:19][CH3:20]. Reported procedure: 10% Palladium-on-carbon (250 mg) was added to a solution of 2.8 g of 1-benzyl-4-butylaminocarbonylpiperazine in 15 ml of ethanol, and catalytic reduction was carried out until cessation of hydrogen absorption. The catalyst was then filtered off, and the filtrate was concentrated under reduced pressure to give 2.2 g of 1-butylaminocarbonylpiperazine. This product was submitted to the next step without purification. Reactants: [Al+3], Cc1ccccc1-c1c(C(C)(C)C)nc(Cl)c2nn(C(C)(C)C)c(=O)n12, [Cl-], [Cl-], [Cl-], CC(Cl)Cl. Yields the product Cc1ccccc1-c1c(C(C)(C)C)nc(Cl)c2n[nH]c(=O)n12. Reaction SMILES: [Al+3:30].[C:1]([CH3:2])([CH3:3])([CH3:4])[n:5]1[n:6][c:7]2[n:8]([c:9](-[c:18]3[c:19]([CH3:24])[cH:20][cH:21][cH:22][cH:23]3)[c:10]([C:14]([CH3:15])([CH3:16])[CH3:17])[n:11][c:12]2[Cl:13])[c:25]1=[O:26].[Cl-:27].[Cl-:28].[Cl-:29].[Cl:31][CH:32]([Cl:33])[CH3:34]>>[nH:5]1[n:6][c:7]2[n:8]([c:9](-[c:18]3[c:19]([CH3:24])[cH:20][cH:21][cH:22][cH:23]3)[c:10]([C:14]([CH3:15])([CH3:16])[CH3:17])[n:11][c:12]2[Cl:13])[c:25]1=[O:26]. Starting materials: N1(CCCC1)CCCOC1=CC=C(C=C1)C1(CCOCC1)CN ({4-[4-(3-pyrrolidin-1-ylpropoxy)phenyl]tetrahydropyran-4-yl}methylamine), C1(CC1)C=O (cyclopropane carboxaldehyde), C1(CC1)C=O (cyclopropane carboxaldehyde). Yields the product C1(CC1)CN(CC1(CCOCC1)C1=CC=C(C=C1)OCCCN1CCCC1)CC1CC1 (1-cyclopropyl-N-(cyclopropylmethyl)-N-({4-[4-(3-pyrrolidin-1-ylpropoxy)phenyl]-tetrahydro-2H-pyran-4-yl}methyl)methanamine). Yield: 51.0%. RXN SMILES: [N:1]1([CH2:6][CH2:7][CH2:8][O:9][C:10]2[CH:15]=[CH:14][C:13]([C:16]3([CH2:22][NH2:23])[CH2:21][CH2:20][O:19][CH2:18][CH2:17]3)=[CH:12][CH:11]=2)[CH2:5][CH2:4][CH2:3][CH2:2]1.[CH:24]1([CH:27]=O)[CH2:26][CH2:25]1>>[CH:24]1([CH2:27][N:23]([CH2:27][CH:24]2[CH2:26][CH2:25]2)[CH2:22][C:16]2([C:13]3[CH:14]=[CH:15][C:10]([O:9][CH2:8][CH2:7][CH2:6][N:1]4[CH2:5][CH2:4][CH2:3][CH2:2]4)=[CH:11][CH:12]=3)[CH2:17][CH2:18][O:19][CH2:20][CH2:21]2)[CH2:26][CH2:25]1. Procedure details: The title compound (169 mg, 51%) was prepared from {4-[4-(3-pyrrolidin-1-ylpropoxy)phenyl]tetrahydropyran-4-yl}methylamine free base and cyclopropane carboxaldehyde similarly to the procedure used for example 54. 3 equivalents of cyclopropane carboxaldehyde were required for the synthesis of this Example. 1H NMR (400 MHz, CDCl3) δ −0.04 (q, 4H), 0.39 (q, 4H), 0.71-0.76 (m, 2H), 1.80-1.86 (m, 4H), 1.94-2.12 (m, 6H), 2.16 (d, 4H), 2.55-2.72 (m, 8H), 3.51 (t, 2H), 3.75-3.79 (m, 2H), 4.04 (t, 2H), 6... Reactants: CCN(C(C)C)C(C)C, C1COCCO1, CCOC(C)=O, CCOC(=O)C1=C(O)c2cc(Cl)ccc2C2(CCCCC2)C1=O, Cl, CC(C)(C)OC(=O)CN. The product is CC(C)(C)OC(=O)CNC(=O)C1=C(O)c2cc(Cl)ccc2C2(CCCCC2)C1=O. Reaction SMILES: [CH2:34]([N:35]([CH:36]([CH3:37])[CH3:38])[CH:39]([CH3:40])[CH3:41])[CH3:42].[CH2:43]1[O:44][CH2:45][CH2:46][O:47][CH2:48]1.[CH3:49][CH2:50][O:51][C:52]([CH3:53])=[O:54].[Cl:11][c:12]1[cH:13][c:14]2[c:24]([cH:25][cH:26]1)[C:18]1([C:17](=[O:27])[C:16]([C:28](=[O:29])[O:30][CH2:31][CH3:32])=[C:15]2[OH:33])[CH2:19][CH2:20][CH2:21][CH2:22][CH2:23]1.[ClH:1].[NH2:2][CH2:3][C:4](=[O:5])[O:6][C:7]([CH3:8])([CH3:9])[CH3:10]>>[NH:2]([CH2:3][C:4](=[O:5])[O:6][C:7]([CH3:8])([CH3:9])[CH3:10])[C:28]([C:16]1=[C:15]([OH:33])[c:14]2[cH:13][c:12]([Cl:11])[cH:26][cH:25][c:24]2[C:18]2([C:17]1=[O:27])[CH2:19][CH2:20][CH2:21][CH2:22][CH2:23]2)=[O:29]. Starting materials: NC=1C=CC(=C(C1)[C@]1(N=C(OC[C@]1(C)F)N)C)F ((4R,5R)-4-(5-amino-2-fluoro-phenyl)-5-fluoro-4,5-dimethyl-5,6-dihydro-4H-[1,3]oxazin-2-ylamine), ClC=1C(=NN(C1)CC(F)F)C(=O)O (4-chloro-1-(2,2-difluoro-ethyl)-1H-pyrazole-3-carboxylic acid). The product is NC=1OC[C@]([C@@](N1)(C)C=1C=C(C=CC1F)NC(=O)C1=NN(C=C1Cl)CC(F)F)(C)F (4-Chloro-1-(2,2-difluoro-ethyl)-1H-pyrazole-3-carboxylic acid [3-((4R,5R)-2-amino-5-fluoro-4,5-dimethyl-5,6-dihydro-4H-[1,3]oxazin-4-yl)-4-fluoro-phenyl]amide). Reaction SMILES: [NH2:1][C:2]1[CH:3]=[CH:4][C:5]([F:18])=[C:6]([C@:8]2([CH3:17])[C@:13]([F:15])([CH3:14])[CH2:12][O:11][C:10]([NH2:16])=[N:9]2)[CH:7]=1.[Cl:19][C:20]1[C:21]([C:29](O)=[O:30])=[N:22][N:23]([CH2:25][CH:26]([F:28])[F:27])[CH:24]=1>>[NH2:16][C:10]1[O:11][CH2:12][C@@:13]([F:15])([CH3:14])[C@:8]([C:6]2[CH:7]=[C:2]([NH:1][C:29]([C:21]3[C:20]([Cl:19])=[CH:24][N:23]([CH2:25][CH:26]([F:28])[F:27])[N:22]=3)=[O:30])[CH:3]=[CH:4][C:5]=2[F:18])([CH3:17])[N:9]=1. Procedure details: The condensation of (4R,5R)-4-(5-amino-2-fluoro-phenyl)-5-fluoro-4,5-dimethyl-5,6-dihydro-4H-[1,3]oxazin-2-ylamine (A8.3) and 4-chloro-1-(2,2-difluoro-ethyl)-1H-pyrazole-3-carboxylic acid (CAS 1006486-42-5) following procedure I yielded the title compound as a white solid. MS (ISP): m/z=448.2 [M+H]+.